This data is from the Open Reaction Database (ORD), a public repository of structured organic reaction records. The task is: describe an organic reaction: reactants, conditions, products, and yield Starting materials: Cc1c(Nc2ccc(Br)cc2F)c(N)c2n(c1=O)CCN2C(=O)OC(C)(C)C, C=CCC1(S(=O)(=O)Cl)CC1, c1ccncc1. Product: C=CCC1(S(=O)(=O)Nc2c(Nc3ccc(Br)cc3F)c(C)c(=O)n3c2N(C(=O)OC(C)(C)C)CC3)CC1. As a reaction SMILES: [C:11]([CH3:12])([CH3:13])([CH3:14])[O:15][C:16](=[O:17])[N:18]1[CH2:19][CH2:20][n:21]2[c:22]1[c:23]([NH2:38])[c:24]([NH:29][c:30]1[c:31]([F:37])[cH:32][c:33]([Br:36])[cH:34][cH:35]1)[c:25]([CH3:28])[c:26]2=[O:27].[CH2:1]([CH:2]=[CH2:3])[C:4]1([S:7](=[O:8])(=[O:9])[Cl:10])[CH2:5][CH2:6]1.[cH:39]1[cH:40][cH:41][n:42][cH:43][cH:44]1>>[CH2:1]([CH:2]=[CH2:3])[C:4]1([S:7](=[O:8])(=[O:9])[NH:38][c:23]2[c:22]3[n:21]([c:26](=[O:27])[c:25]([CH3:28])[c:24]2[NH:29][c:30]2[c:31]([F:37])[cH:32][c:33]([Br:36])[cH:34][cH:35]2)[CH2:20][CH2:19][N:18]3[C:16]([O:15][C:11]([CH3:12])([CH3:13])[CH3:14])=[O:17])[CH2:5][CH2:6]1. Conditions: time 30 minute. The product is OCCC1=CC=C(OCCN2CCC3(CN(CCO3)C(=O)C=3N=C(SC3)C)CC2)C=C1 ((9-(2-(4-(2-Hydroxyethyl)phenoxy)ethyl)-1-oxa-4,9-diazaspiro[5.5]undecan-4-yl)(2-methylthiazol-4-yl)methanone). Reactants: Cl.CC=1SC=C(N1)C(=O)N1CCOC2(C1)CCNCC2 ((2-Methylthiazol-4-yl)(1-oxa-4,9-diazaspiro[5.5]undecan-4-yl)methanone hydrochloride), OCCC1=CC=C(OCC=O)C=C1 (2-(4-(2-Hydroxyethyl)phenoxy)acetaldehyde), C(C)(=O)O[BH-](OC(C)=O)OC(C)=O.[Na+] (Sodium triacetoxyborohydride). As a reaction SMILES: Cl.[CH3:2][C:3]1[S:4][CH:5]=[C:6]([C:8]([N:10]2[CH2:15][C:14]3([CH2:20][CH2:19][NH:18][CH2:17][CH2:16]3)[O:13][CH2:12][CH2:11]2)=[O:9])[N:7]=1.[OH:21][CH2:22][CH2:23][C:24]1[CH:33]=[CH:32][C:27]([O:28][CH2:29][CH:30]=O)=[CH:26][CH:25]=1.C(O[BH-](OC(=O)C)OC(=O)C)(=O)C.[Na+]>CN1C(=O)CCC1.C(O)(=O)C.CO>[OH:21][CH2:22][CH2:23][C:24]1[CH:33]=[CH:32][C:27]([O:28][CH2:29][CH2:30][N:18]2[CH2:19][CH2:20][C:14]3([O:13][CH2:12][CH2:11][N:10]([C:8]([C:6]4[N:7]=[C:3]([CH3:2])[S:4][CH:5]=4)=[O:9])[CH2:15]3)[CH2:16][CH2:17]2)=[CH:26][CH:25]=1 |f:0.1,3.4|. Procedure: (2-Methylthiazol-4-yl)(1-oxa-4,9-diazaspiro[5.5]undecan-4-yl)methanone hydrochloride (example 1, step f) (0.63 g) was added to a solution of 2-(4-(2-hydroxyethyl)phenoxy)acetaldehyde (example 3, step b) (0.541 g) in a mixture of NMP (10 mL) and acetic acid (0.11 mL). The resulting mixture was stirred at room temperature for 30 min then cooled in an ice bath. Sodium triacetoxyborohydride (0.64 g) was then added and the reaction was allowed to warm to room temperature and stirred for 16 h. The rea... Solvent: CN1CCCC1=O (NMP), C(C)(=O)O (acetic acid), CO (methanol), CO (methanol). Reactants: BrB(Br)Br, COCCOc1cc2cc(C(=O)NC3CCN(C(C)C)CC3)n(Cc3cc(-c4ccc(Cl)s4)on3)c2cn1, ClCCl, Cl, Cl. RXN SMILES: [B:40]([Br:41])([Br:42])[Br:43].[CH:2]([CH3:3])([CH3:4])[N:5]1[CH2:6][CH2:7][CH:8]([NH:11][C:12](=[O:13])[c:14]2[cH:15][c:16]3[c:17]([cH:18][n:19][c:20]([O:22][CH2:23][CH2:24][O:25][CH3:26])[cH:21]3)[n:27]2[CH2:28][c:29]2[n:30][o:31][c:32](-[c:34]3[s:35][c:36]([Cl:39])[cH:37][cH:38]3)[cH:33]2)[CH2:9][CH2:10]1.[Cl:45][CH2:46][Cl:47].[ClH:1].[ClH:44]>>[CH:2]([CH3:3])([CH3:4])[N:5]1[CH2:6][CH2:7][CH:8]([NH:11][C:12](=[O:13])[c:14]2[cH:15][c:16]3[c:17]([cH:18][n:19][c:20]([O:22][CH2:23][CH2:24][OH:25])[cH:21]3)[n:27]2[CH2:28][c:29]2[n:30][o:31][c:32](-[c:34]3[s:35][c:36]([Cl:39])[cH:37][cH:38]3)[cH:33]2)[CH2:9][CH2:10]1. The product is CC(C)N1CCC(NC(=O)c2cc3cc(OCCO)ncc3n2Cc2cc(-c3ccc(Cl)s3)on2)CC1. Solvent: ClCCCl (1,2-dichloroethane). Procedure details: Sodium triacetoxyborohydride (1.16 g, 5.51 mmol) was added to a stirred mixture of 1-(3-fluoro-5-methylsulfonyl-phenoxy)propan-2-one (0.905 g, 3.67 mmol), propylamine (0.24 g, 4.04 mmol), acetic acid (0.5 g, 8.33 mmol) and molecular sieves (2 g, 4 Å, 4-8 mesh) in dry 1,2-dichloroethane (20 ml) the mixture was stirred at ambient temperature for 24 h, the suspension was filtrated and sodium carbonate (100 ml, 10% aqueous solution) was added. The aqueous phase was extracted with dichloromethane (3×... Reaction SMILES: C(O[BH-](OC(=O)C)OC(=O)C)(=O)C.[Na+].[F:15][C:16]1[CH:17]=[C:18]([CH:24]=[C:25]([S:27]([CH3:30])(=[O:29])=[O:28])[CH:26]=1)[O:19][CH2:20][C:21](=O)[CH3:22].[CH2:31]([NH2:34])[CH2:32][CH3:33].C(O)(=O)C>ClCCCl>[F:15][C:16]1[CH:17]=[C:18]([CH:24]=[C:25]([S:27]([CH3:30])(=[O:29])=[O:28])[CH:26]=1)[O:19][CH2:20][CH:21]([NH:34][CH2:31][CH2:32][CH3:33])[CH3:22] |f:0.1|. Reaction conditions: time 24 hour. The reactants are C(C)(=O)O[BH-](OC(C)=O)OC(C)=O.[Na+] (Sodium triacetoxyborohydride), FC=1C=C(OCC(C)=O)C=C(C1)S(=O)(=O)C (1-(3-fluoro-5-methylsulfonyl-phenoxy)propan-2-one), C(CC)N (propylamine), C(C)(=O)O (acetic acid). Yields the product FC=1C=C(OCC(C)NCCC)C=C(C1)S(=O)(=O)C (1-(3-FLUORO-5-METHYLSULFONYL-PHENOXY)-N-PROPYL-PROPAN-2-AMINE). Reactants: C(N)(=O)C1=CC2=CC=CC=C2C=C1 (2-carbamoylnaphthalene), ClCC(CC(=O)OCC)=O (ethyl 4-chloroacetoacetate). Run in C(C)(=O)OCC (ethyl acetate). Reaction conditions: temperature 160 celsius, time 1 hour. The product is ethyl ester, C1=C(C=CC2=CC=CC=C12)C=1OC=C(N1)CC(=O)O ([2-(2-naphthyl)oxazol-4-yl]acetic acid). Isolated yield 14.5%. RXN SMILES: [C:1]([C:4]1[CH:13]=[CH:12][C:11]2[C:6](=[CH:7][CH:8]=[CH:9][CH:10]=2)[CH:5]=1)(=[O:3])[NH2:2].Cl[CH2:15][C:16](=O)[CH2:17][C:18]([O:20]CC)=[O:19]>C(OCC)(=O)C>[CH:5]1[C:6]2[C:11](=[CH:10][CH:9]=[CH:8][CH:7]=2)[CH:12]=[CH:13][C:4]=1[C:1]1[O:3][CH:15]=[C:16]([CH2:17][C:18]([OH:20])=[O:19])[N:2]=1. Procedure: A mixture of 2-carbamoylnaphthalene (2.64 g, 15.4 mmol) and ethyl 4-chloroacetoacetate (2.06 g, 12.5 mmol) was stirred at 160° C. for 1 hr. and then diluted with ethyl acetate (200 ml) at room temperature. The solution was washed with saturated sodium bicarbonate aqueous solution and brine in turn, and then dried. The solvent was distilled off under reduced pressure, and the residue was purified by column chromatography on silica gel (n-hexane/ethyl acetate=8−4) to give ethyl ester of [2-(2-naph...